Dataset: the Open Reaction Database (ORD), a public repository of structured organic reaction records. Task: describe an organic reaction: reactants, conditions, products, and yield Starting materials: BrC=1C=CC=2N3C4=C(C=C(C=C4C2C1)O)C(C(=C3)CC=3C=NC=CC3)=O (10-bromo-2-hydroxy-5-(3-pyridylmethyl)-4H-pyrido[3,2,1-jk]carbazole-4-one), ice water, C([O-])([O-])=O.[K+].[K+] (potassium carbonate), BrCC(=O)OC(C)(C)C (t-butyl bromoacetate). Solvent: CS(=O)C (dimethyl sulfoxide). Reaction conditions: time 30 minute. Product: BrC=1C=CC=2N3C4=C(C=C(C=C4C2C1)OCC(=O)OC(C)(C)C)C(C(=C3)CC=3C=NC=CC3)=O (10-bromo-2-t-butoxycarbonylmethyloxy-5-(3-pyridylmethyl)-4H-pyrido[3,2,1-jk]carbazole-4-one). The yield is 63.0%. RXN SMILES: [Br:1][C:2]1[CH:3]=[CH:4][C:5]2[N:6]3[CH:18]=[C:17]([CH2:19][C:20]4[CH:21]=[N:22][CH:23]=[CH:24][CH:25]=4)[C:16](=[O:26])[C:8]4[CH:9]=[C:10]([OH:15])[CH:11]=[C:12]([C:13]=2[CH:14]=1)[C:7]3=4.C(=O)([O-])[O-].[K+].[K+].Br[CH2:34][C:35]([O:37][C:38]([CH3:41])([CH3:40])[CH3:39])=[O:36]>CS(C)=O>[Br:1][C:2]1[CH:3]=[CH:4][C:5]2[N:6]3[CH:18]=[C:17]([CH2:19][C:20]4[CH:21]=[N:22][CH:23]=[CH:24][CH:25]=4)[C:16](=[O:26])[C:8]4[CH:9]=[C:10]([O:15][CH2:34][C:35]([O:37][C:38]([CH3:41])([CH3:40])[CH3:39])=[O:36])[CH:11]=[C:12]([C:13]=2[CH:14]=1)[C:7]3=4 |f:1.2.3|. Reported procedure: 10-bromo-2-hydroxy-5-(3-pyridylmethyl)-4H-pyrido[3,2,1-jk]carbazole-4-one (4.4 g) obtained in Example 2 was suspended in dimethyl sulfoxide (250 ml), and to the suspension was added potassium carbonate (4.5 g). The mixture was stirred at room temperature for 30 minutes, and t-butyl bromoacetate (2.1 ml) was added. The mixture was stirred at room temperature for 12 hours, and the reaction mixture was poured into ice water (300 ml) and extracted with methylene chloride. The methylene chloride laye... Starting materials: NS(N)(=O)=O, C1COCCO1, c1ccc(C2CCNCC2)cc1. Yields the product NS(=O)(=O)N1CCC(c2ccccc2)CC1. As a reaction SMILES: [NH2:13][S:14]([NH2:15])(=[O:16])=[O:17].[O:18]1[CH2:19][CH2:20][O:21][CH2:22][CH2:23]1.[c:1]1([CH:7]2[CH2:8][CH2:9][NH:10][CH2:11][CH2:12]2)[cH:2][cH:3][cH:4][cH:5][cH:6]1>>[c:1]1([CH:7]2[CH2:8][CH2:9][N:10]([S:14]([NH2:13])(=[O:16])=[O:17])[CH2:11][CH2:12]2)[cH:2][cH:3][cH:4][cH:5][cH:6]1. The reactants are ClC1C(C(=O)NC1=O)(C1=CC=CC=C1)S(=O)(=O)O (Chlorosulfophenylsuccinimide), ice water, ClS(=O)(=O)O (chlorosulfonic acid), C(C1=CC=CC=C1)C=1C(=O)NC(C1)=O (benzylmaleimide). Reaction conditions: time 30 minute. Product: ClN1C(C(=C(C1=O)S(=O)(=O)O)CC1=CC=CC=C1)=O (Chlorosulfobenzylmaleimide). RXN SMILES: [Cl:1]C1C(=O)NC(=O)C1(S(O)(=O)=O)C1C=CC=CC=1.Cl[S:20]([OH:23])(=[O:22])=[O:21].[CH2:24]([C:31]1[C:32]([NH:34][C:35](=[O:37])[CH:36]=1)=[O:33])[C:25]1[CH:30]=[CH:29][CH:28]=[CH:27][CH:26]=1>>[Cl:1][N:34]1[C:35](=[O:37])[C:36]([S:20]([OH:23])(=[O:22])=[O:21])=[C:31]([CH2:24][C:25]2[CH:26]=[CH:27][CH:28]=[CH:29][CH:30]=2)[C:32]1=[O:33]. Procedure: In the apparatus mentioned under (b), 87.4 g (0.75 mol) of chlorosulfonic acid and 18.7 g (0.1 mol) of benzylmaleimide are mixed together for 5 hours at 60° C. The solution is afterwards added dropwise to ice water, and the mixture is stirred for 30 minutes. The mixture is then extracted with methylene chloride as described under (b). The initially liquid product slowly crystallises on standing. The reactants are CO, C[O-], CC(=O)SC1COC(CN=[N+]=[N-])C1, [Na+], C1CCOC1. Product: [N-]=[N+]=NCC1CC(S)CO1. Reaction SMILES: [CH3:19][OH:20].[CH3:21][O-:22].[N:1](=[N+:2]=[N-:3])[CH2:4][CH:5]1[CH2:6][CH:7]([S:10][C:11](=[O:12])[CH3:13])[CH2:8][O:9]1.[Na+:23].[O:14]1[CH2:15][CH2:16][CH2:17][CH2:18]1>>[N:1](=[N+:2]=[N-:3])[CH2:4][CH:5]1[CH2:6][CH:7]([SH:10])[CH2:8][O:9]1. The reactants are C(C)(=O)OCC (ethyl acetate), N1CCOCC1 (Morpholine), [N+](=O)([O-])C1=CC=C(OC(=O)N[C@H](C(CN(C(=O)N2[C@H](C(=O)OCC3=CC=CC=C3)CCC2)C)=O)CC2=CC=CC=C2)C=C1 (1-[[[(S)-3-[[(4-nitrophenoxy)carbonyl]amino]-2-oxo-4-phenylbutyl]methylamino]carbonyl]-L-proline, phenylmethyl ester), N1[C@H](C(=O)OCC2=CC=CC=C2)CCC1 (L-proline, phenylmethyl ester). The solvent is C1(=CC=CC=C1)C (toluene). Reaction conditions: time 15 minute. The product is CN(C(=O)N1[C@H](C(=O)OCC2=CC=CC=C2)CCC1)CC([C@H](CC1=CC=CC=C1)NC(=O)N1CCOCC1)=O (1-[[Methyl[(S)-3-[(4-morpholinylcarbonyl)amino]-2-oxo-4-phenylbutyl]amino]carbonyl]-L-proline, phenylmethyl ester). Reaction SMILES: [NH:1]1[CH2:6][CH2:5][O:4][CH2:3][CH2:2]1.[N+](C1C=CC([O:14][C:15]([NH:17][C@@H:18]([CH2:41][C:42]2[CH:47]=[CH:46][CH:45]=[CH:44][CH:43]=2)[C:19](=[O:40])[CH2:20][N:21]([CH3:39])[C:22]([N:24]2[CH2:38][CH2:37][CH2:36][C@H:25]2[C:26]([O:28][CH2:29][C:30]2[CH:35]=[CH:34][CH:33]=[CH:32][CH:31]=2)=[O:27])=[O:23])=O)=CC=1)([O-])=O.N1CCC[C@H]1C(OCC1C=CC=CC=1)=O.C(OCC)(=O)C>C1(C)C=CC=CC=1>[CH3:39][N:21]([CH2:20][C:19](=[O:40])[C@@H:18]([NH:17][C:15]([N:1]1[CH2:6][CH2:5][O:4][CH2:3][CH2:2]1)=[O:14])[CH2:41][C:42]1[CH:43]=[CH:44][CH:45]=[CH:46][CH:47]=1)[C:22]([N:24]1[CH2:38][CH2:37][CH2:36][C@H:25]1[C:26]([O:28][CH2:29][C:30]1[CH:35]=[CH:34][CH:33]=[CH:32][CH:31]=1)=[O:27])=[O:23]. Procedure details: Morpholine (1 ml., 11.4 mmole) is added to a stirring solution of 1-[[[(S)-3-[[(4-nitrophenoxy)carbonyl]amino]-2-oxo-4-phenylbutyl]methylamino]carbonyl]-L-proline, phenylmethyl ester (0.9 g., 1.58 mmole) in toluene at 0° in one portion. The reaction mixture turns yellow in 15 minutes and TLC indicates complete loss of starting material after 30 minutes. The resulting solution is washed sequentially with water, 1N hydrochloric acid, and 10% sodium bicarbonate. The organic layer is dried (MgSO4) a... The reactants are [Br-], Cc1ccc(S(=O)(=O)OC2CC(C(=O)NC(C)(C)C)N(C(=O)OC(C)(C)C)C2)cc1, [Mg+]Cc1ccccc1, C1CCOC1. The product is CC(C)(C)OC(=O)N1CC2CC1C(=O)N2C(C)(C)C. As a reaction SMILES: [Br-:1].[C:10]([CH3:11])([CH3:12])([CH3:13])[O:14][C:15](=[O:16])[N:17]1[CH:18]([C:19](=[O:20])[NH:21][C:22]([CH3:23])([CH3:24])[CH3:25])[CH2:26][CH:27]([O:29][S:30]([c:31]2[cH:32][cH:33][c:34]([CH3:35])[cH:36][cH:37]2)(=[O:38])=[O:39])[CH2:28]1.[CH2:2]([Mg+:3])[c:4]1[cH:5][cH:6][cH:7][cH:8][cH:9]1.[O:40]1[CH2:41][CH2:42][CH2:43][CH2:44]1>>[C:10]([CH3:11])([CH3:12])([CH3:13])[O:14][C:15](=[O:16])[N:17]1[CH:18]2[C:19](=[O:20])[N:21]([C:22]([CH3:23])([CH3:24])[CH3:25])[CH:27]([CH2:26]2)[CH2:28]1. The reactants are CC(C)CNCc1cc(Br)cs1, CCN(C(C)C)C(C)C, O=S(=O)(Cl)c1ccccc1Cl, ClCCl. The product is CC(C)CN(Cc1cc(Br)cs1)S(=O)(=O)c1ccccc1Cl. Reaction SMILES: [Br:1][c:2]1[cH:3][c:4]([CH2:7][NH:8][CH2:9][CH:10]([CH3:11])[CH3:12])[s:5][cH:6]1.[CH:24]([N:25]([CH2:26][CH3:27])[CH:28]([CH3:29])[CH3:30])([CH3:31])[CH3:32].[Cl:13][c:14]1[c:15]([S:20](=[O:21])(=[O:22])[Cl:23])[cH:16][cH:17][cH:18][cH:19]1.[Cl:33][CH2:34][Cl:35]>>[Br:1][c:2]1[cH:3][c:4]([CH2:7][N:8]([CH2:9][CH:10]([CH3:11])[CH3:12])[S:20]([c:15]2[c:14]([Cl:13])[cH:19][cH:18][cH:17][cH:16]2)(=[O:21])=[O:22])[s:5][cH:6]1. Starting materials: BrC1=C(NC(=O)C2(C(C(C(C(C2(F)F)(F)F)(F)F)(F)F)(F)F)F)C=CC(=C1)[N+](=O)[O-] (2'-Bromo-4'-nitro-1,2,2,3,3,4,4,5,5,6,6-undecafluorocyclohexanecarboxanilide), ice water, [OH-].[Na+] (sodium hydroxide). Reagents/catalysts: [Br-].C(CC)[N+](CCC)(CCC)CCC (Tetrapropylammonium bromide). Run in CC(=O)C (acetone). The product is C(CC)[N+](CCC)(CCC)CCC.BrC1=C(NC(=O)C2(C(C(C(C(C2(F)F)(F)F)(F)F)(F)F)(F)F)F)C=CC(=C1)[N+](=O)[O-] (2'-Bromo-4'-nitro-1,2,2,3,3,4,4,5,5,6,6-undecafluorocyclohexanecarboxanilide, tetra-n-propylammonium salt). Yield: 75.9%. RXN SMILES: [Br:1][C:2]1[CH:27]=[C:26]([N+:28]([O-:30])=[O:29])[CH:25]=[CH:24][C:3]=1[NH:4][C:5]([C:7]1([F:23])[C:12]([F:14])([F:13])[C:11]([F:16])([F:15])[C:10]([F:18])([F:17])[C:9]([F:20])([F:19])[C:8]1([F:22])[F:21])=[O:6].[OH-].[Na+]>[Br-].C([N+](CCC)(CCC)CCC)CC.CC(C)=O>[CH2:3]([N+:4]([CH2:3][CH2:24][CH3:25])([CH2:5][CH2:7][CH3:12])[CH2:5][CH2:7][CH3:8])[CH2:2][CH3:27].[Br:1][C:2]1[CH:27]=[C:26]([N+:28]([O-:30])=[O:29])[CH:25]=[CH:24][C:3]=1[NH:4][C:5]([C:7]1([F:23])[C:12]([F:13])([F:14])[C:11]([F:15])([F:16])[C:10]([F:17])([F:18])[C:9]([F:19])([F:20])[C:8]1([F:21])[F:22])=[O:6] |f:1.2,3.4,6.7|. Procedure details: 2'-Bromo-4'-nitro-1,2,2,3,3,4,4,5,5,6,6-undecafluorocyclohexanecarboxanilide (2.6 grams; 0.005 mole) was dissolved in 50 ml. of acetone and 1N sodium hydroxide (5.0 ml., 0.005 mole) was added all at once. Tetrapropylammonium bromide (1.35 gram; 0.005 mole) was then added and the reaction mixture was stirred until it became one phase. The reaction mixture was then poured over ice/water, and an oily solid separated. It was extracted with diethyl ether, dried over magnesium sulfate, evaporated, and... The reactants are FC1=C(C=CC(=C1)F)CC(=O)Cl (2,4-difluorophenylacetyl chloride), C(NN)(=O)OC(C)(C)C (t-butyl carbazate), CCN(C(C)C)C(C)C (DIPEA). The solvent is C(Cl)Cl (DCM), C(Cl)Cl (DCM). Reaction conditions: time 1.5 hour. Product: FC1=C(C=CC(=C1)F)CC(=O)NNC(=O)OC(C)(C)C (1,1-dimethylethyl 2-[(2,4-difluorophenyl)acetyl]hydrazinecarboxylate). RXN SMILES: [F:1][C:2]1[CH:7]=[C:6]([F:8])[CH:5]=[CH:4][C:3]=1[CH2:9][C:10](Cl)=[O:11].[C:13]([O:17][C:18]([CH3:21])([CH3:20])[CH3:19])(=[O:16])[NH:14][NH2:15].CCN(C(C)C)C(C)C>C(Cl)Cl>[F:1][C:2]1[CH:7]=[C:6]([F:8])[CH:5]=[CH:4][C:3]=1[CH2:9][C:10]([NH:15][NH:14][C:13]([O:17][C:18]([CH3:21])([CH3:20])[CH3:19])=[O:16])=[O:11]. Procedure details: A solution of 2,4-difluorophenylacetyl chloride (10 mmol) in dry DCM (15 ml) was added over 10 min. to a mixture of t-butyl carbazate (1.32 g, 10 mmol) and DIPEA (1.77 ml, 10.2 mmol) in dry DCM (20 ml). After stirring for 1.5 h the mixture was washed with 1M HCl then with aqueous NaHCO3. The organic phase was evaporated to afford 1,1-dimethylethyl 2-[(2,4-difluorophenyl)acetyl]hydrazinecarboxylate as a white solid. Reactants: O=C1C2=C(OC3=NC=CC=C31)C=CC(=C2)C=NO (5-oxo-5H-[1]benzopyrano[2,3-b]pyridine-7-carbaldehyde oxime). Solvent: C(C)(=O)OC(C)=O (acetic anhydride). Product: O=C1C2=C(OC3=NC=CC=C31)C=CC(=C2)C#N (5-oxo-5H-[1]benzopyrano[2,3-b]pyridine-7-carbonitrile). As a reaction SMILES: [O:1]=[C:2]1[C:11]2[C:6](=[N:7][CH:8]=[CH:9][CH:10]=2)[O:5][C:4]2[CH:12]=[CH:13][C:14]([CH:16]=[N:17]O)=[CH:15][C:3]1=2>C(OC(=O)C)(=O)C>[O:1]=[C:2]1[C:11]2[C:6](=[N:7][CH:8]=[CH:9][CH:10]=2)[O:5][C:4]2[CH:12]=[CH:13][C:14]([C:16]#[N:17])=[CH:15][C:3]1=2. Procedure: A mixture of 25 g of 5-oxo-5H-[1]benzopyrano[2,3-b]pyridine-7-carbaldehyde oxime and 150 ml of acetic anhydride is stirred under reflux for 24 hours. After cooling, the crystals are filtered off, washed with water, dried, and recrystallized from dimethylformamide to give 5-oxo-5H-[1]benzopyrano[2,3-b]pyridine-7-carbonitrile melting at 260°C.